Dataset: the Open Reaction Database (ORD), a public repository of structured organic reaction records. Task: describe an organic reaction: reactants, conditions, products, and yield Reactants: OC(C)C1=C(C(=C(OCCCOC2=C(C3=C(CCC(O3)CO)C=C2)CCC)C=C1)CCC)OCC1=CC=CC=C1 (7-[3-(4-(1-hydroxyethyl)-3-(phenylmethoxy)-2-propylpenoxy)propoxy]-3,4-dihydro-8-propyl-2H-1-benzopyran-2-ylmethanol). The reagents and catalysts are [O-2].[O-2].[Mn+4] (manganese dioxide). Solvent: C(Cl)Cl (methylene choride). Reaction conditions: time 12 hour. Product: C(C)(=O)C1=C(C(=C(OCCCOC2=C(C3=C(CCC(O3)CO)C=C2)CCC)C=C1)CCC)OCC1=CC=CC=C1 (7-[3-(4-acetyl-3-(phenylmethoxy)-2-propylphenoxy)propoxy]-3,4-dihydro-8-propyl-2H-1-benzopyran-2-ylmethanol). Isolated yield 77.9%. As a reaction SMILES: [OH:1][CH:2]([C:4]1[CH:29]=[CH:28][C:7]([O:8][CH2:9][CH2:10][CH2:11][O:12][C:13]2[CH:24]=[CH:23][C:16]3[CH2:17][CH2:18][CH:19]([CH2:21][OH:22])[O:20][C:15]=3[C:14]=2[CH2:25][CH2:26][CH3:27])=[C:6]([CH2:30][CH2:31][CH3:32])[C:5]=1[O:33][CH2:34][C:35]1[CH:40]=[CH:39][CH:38]=[CH:37][CH:36]=1)[CH3:3]>C(Cl)Cl.[O-2].[O-2].[Mn+4]>[C:2]([C:4]1[CH:29]=[CH:28][C:7]([O:8][CH2:9][CH2:10][CH2:11][O:12][C:13]2[CH:24]=[CH:23][C:16]3[CH2:17][CH2:18][CH:19]([CH2:21][OH:22])[O:20][C:15]=3[C:14]=2[CH2:25][CH2:26][CH3:27])=[C:6]([CH2:30][CH2:31][CH3:32])[C:5]=1[O:33][CH2:34][C:35]1[CH:40]=[CH:39][CH:38]=[CH:37][CH:36]=1)(=[O:1])[CH3:3] |f:2.3.4|. Procedure: To a solution of 8.9 g (16.2 mmole) of the title compound of Example 38 in 150 ml of methylene choride was added 18 g (162 mmole) of manganese dioxide. The reaction mixture was stirred at room temperature for 12 hours and filtered. Removal of the solvent gave 6.9 g of the title compound, mp. 83°-85°. Structure assignment was supported by nmr and infrared spectra. Reactants: C(C)(C)C1=C(C=CC=C1)NC(=S)N/N=C/C1=CC=C(C=C1)C1=NN(C=N1)C1=CC=C(C=C1)OC(F)(F)F ((E)-N-(2-isopropylphenyl)-2-(4-(1-(4-(trifluoromethoxy)phenyl)-1H-1,2,4-triazol-3-yl)benzylidene)hydrazinecarbothioamide), C([O-])([O-])=O.[K+].[K+] (potassium carbonate), BrCCCl (1-bromo-2-chloroethane). Solvent: C(Cl)Cl (DCM), CC(CC)=O (butanone). Run at temperature 90 celsius. Product: C(C)(C)C1=C(C=CC=C1)N1\C(\SCC1)=N/N=C\C1=CC=C(C=C1)C1=NN(C=N1)C1=CC=C(C=C1)OC(F)(F)F ((Z)-3-(2-isopropylphenyl)-2-((E)-(4-(1-(4-(trifluoromethoxy)phenyl)-1H-1,2,4-triazol-3-yl)benzylidene)hydrazono)thiazolidine). Isolated yield 61.2%. As a reaction SMILES: [CH:1]([C:4]1[CH:9]=[CH:8][CH:7]=[CH:6][C:5]=1[NH:10][C:11]([NH:13]/[N:14]=[CH:15]/[C:16]1[CH:21]=[CH:20][C:19]([C:22]2[N:26]=[CH:25][N:24]([C:27]3[CH:32]=[CH:31][C:30]([O:33][C:34]([F:37])([F:36])[F:35])=[CH:29][CH:28]=3)[N:23]=2)=[CH:18][CH:17]=1)=[S:12])([CH3:3])[CH3:2].C(=O)([O-])[O-].[K+].[K+].Br[CH2:45][CH2:46]Cl>CC(=O)CC.C(Cl)Cl>[CH:1]([C:4]1[CH:9]=[CH:8][CH:7]=[CH:6][C:5]=1[N:10]1[CH2:46][CH2:45][S:12]/[C:11]/1=[N:13]/[N:14]=[CH:15]\[C:16]1[CH:17]=[CH:18][C:19]([C:22]2[N:26]=[CH:25][N:24]([C:27]3[CH:28]=[CH:29][C:30]([O:33][C:34]([F:37])([F:35])[F:36])=[CH:31][CH:32]=3)[N:23]=2)=[CH:20][CH:21]=1)([CH3:3])[CH3:2] |f:1.2.3|. Procedure details: To (E)-N-(2-isopropylphenyl)-2-(4-(1-(4-(trifluoromethoxy)phenyl)-1H-1,2,4-triazol-3-yl)benzylidene)hydrazinecarbothioamide (214 mg, 0.407 mmol) and potassium carbonate (225 mg, 1.63 mmol) in butanone (4 ml) was added 1-bromo-2-chloroethane (70.0 mg, 0.489 mmol). The reaction was heated to 90° C. overnight. The reaction was determined to be complete by LCMS. The reaction mixture was cooled, diluted with DCM and washed with water. The aqueous layer was extracted with DCM. The organic layers were ... Starting materials: BrCc1ccc(Br)cc1, CCO, CC[O-], CCOC(=O)C(C)C(=O)OCC, [Na+], [Na]. Yields the product CCOC(=O)C(C)(Cc1ccc(Br)cc1)C(=O)OCC. As a reaction SMILES: [Br:18][c:19]1[cH:20][cH:21][c:22]([CH2:23][Br:24])[cH:25][cH:26]1.[CH3:27][CH2:28][OH:29].[CH3:2][CH2:3][O-:4].[CH3:6][CH:7]([C:8](=[O:9])[O:10][CH2:11][CH3:12])[C:13](=[O:14])[O:15][CH2:16][CH3:17].[Na+:1].[Na:5]>>[CH3:6][C:7]([C:8](=[O:9])[O:10][CH2:11][CH3:12])([C:13](=[O:14])[O:15][CH2:16][CH3:17])[CH2:23][c:22]1[cH:21][cH:20][c:19]([Br:18])[cH:26][cH:25]1. Reactants: C(C)(C)(C)OC(N[C@@H](CC)C1=NC=2C(=NC=CC2)N1C1=CC=CC=C1)=O ([(S)-1-(3-phenyl-3H-imidazo[4,5-b]pyridin-2-yl)propyl]carbamic acid tert-butyl ester), C(=O)(C(F)(F)F)O (TFA). Run in C(Cl)Cl (DCM). Conditions: time 15 minute. Yields the product C1(=CC=CC=C1)N1C(=NC=2C1=NC=CC2)[C@H](CC)N ((S)-1-(3-Phenyl-3H-imidazo[4,5-b]pyridin-2-yl)propylamine). The yield is 48.4%. RXN SMILES: C(OC(=O)[NH:7][C@H:8]([C:11]1[N:19]([C:20]2[CH:25]=[CH:24][CH:23]=[CH:22][CH:21]=2)[C:14]2=[N:15][CH:16]=[CH:17][CH:18]=[C:13]2[N:12]=1)[CH2:9][CH3:10])(C)(C)C.C(O)(C(F)(F)F)=O>C(Cl)Cl>[C:20]1([N:19]2[C:14]3=[N:15][CH:16]=[CH:17][CH:18]=[C:13]3[N:12]=[C:11]2[C@@H:8]([NH2:7])[CH2:9][CH3:10])[CH:21]=[CH:22][CH:23]=[CH:24][CH:25]=1. Reported procedure: To a solution of [(S)-1-(3-phenyl-3H-imidazo[4,5-b]pyridin-2-yl)propyl]carbamic acid tert-butyl ester (1.27 g, 3.60 mmol) in DCM (25 mL) was added TFA (10 mL) and the mixture stirred at RT for 15 min. The volatiles were removed in vacuo and the resulting residue dissolved in DCM and washed with a saturated solution of NaHCO3. The aqueous phase was extracted with DCM (×3) and the combined organic fractions dried (Na2SO4) and concentrated in vacuo. The resulting residue was purified by column chro...